From a dataset of the Open Reaction Database (ORD), a public repository of structured organic reaction records. describe an organic reaction: reactants, conditions, products, and yield Reactants: FC1(COC1)C=1C(=CC(=NC1)C(=O)O)O[C@H](C(F)(F)F)C (5-(3-fluorooxetan-3-yl)-4-[(1S)-2,2,2-trifluoro-1-methyl-ethoxy]pyridine-2-carboxylic acid), NC1(CS(C1)(=O)=O)CC(=O)N (2-(3-amino-1,1-dioxo-thietan-3-yl)acetamide). Yields the product NC(CC1(CS(C1)(=O)=O)NC(=O)C1=NC=C(C(=C1)O[C@H](C(F)(F)F)C)C1(COC1)F)=O (N-[3-(2-amino-2-oxoethyl)-1,1-dioxothietan-3-yl]-5-(3-fluorooxetan-3-yl)-4-[(2S)-1,1,1-trifluoropropan-2-yl]oxypyridine-2-carboxamide). Reaction SMILES: [F:1][C:2]1([C:6]2[C:7]([O:15][C@@H:16]([CH3:21])[C:17]([F:20])([F:19])[F:18])=[CH:8][C:9]([C:12](O)=[O:13])=[N:10][CH:11]=2)[CH2:5][O:4][CH2:3]1.[NH2:22][C:23]1([CH2:29][C:30]([NH2:32])=[O:31])[CH2:26][S:25](=[O:28])(=[O:27])[CH2:24]1>>[NH2:32][C:30](=[O:31])[CH2:29][C:23]1([NH:22][C:12]([C:9]2[CH:8]=[C:7]([O:15][C@@H:16]([CH3:21])[C:17]([F:20])([F:18])[F:19])[C:6]([C:2]3([F:1])[CH2:3][O:4][CH2:5]3)=[CH:11][N:10]=2)=[O:13])[CH2:24][S:25](=[O:27])(=[O:28])[CH2:26]1. Procedure: The title compound was synthesized in analogy to Example 112e, using 5-(3-fluorooxetan-3-yl)-4-[(1S)-2,2,2-trifluoro-1-methyl-ethoxy]pyridine-2-carboxylic acid (example 142b) and 2-(3-amino-1,1-dioxo-thietan-3-yl)acetamide (example 160d) as starting materials and isolated (9.3 mg, 12%); MS (ESI, m/z): 470.3 (M+H+). Reactants: FC1=CC=C(C=C1)[N+](=O)[O-] (4-Fluoronitrobenzene), [H-].[Na+] (sodium hydride), CN1CC(CC1)O (1-methylpyrrolidin-3-ol). Run in CN1C(CCC1)=O (1-methylpyrrolidone). The product is CN1CC(CC1)C1=CC=C(N=O)C=C1 (4-(1-methylpyrrolidin-3-yl)oxoaniline). RXN SMILES: F[C:2]1[CH:7]=[CH:6][C:5]([N+:8]([O-:10])=O)=[CH:4][CH:3]=1.[CH3:11][N:12]1[CH2:16][CH2:15][CH:14](O)[CH2:13]1.[H-].[Na+]>CN1CCCC1=O>[CH3:11][N:12]1[CH2:16][CH2:15][CH:14]([C:2]2[CH:3]=[CH:4][C:5]([N:8]=[O:10])=[CH:6][CH:7]=2)[CH2:13]1 |f:2.3|. Reported procedure: 4-Fluoronitrobenzene and 1-methylpyrrolidin-3-ol were allowed to undergo the reaction in 1-methylpyrrolidone in the presence of sodium hydride. The resulting compound was subjected to catalytic hydrogenation in the same manner as shown in Reference Example 3 to obtain 4-(1-methylpyrrolidin-3-yl)oxoaniline. F: 193. Reactants: CC(C)(C)OC(=O)N1CCC(C(C)(C)S(=O)(=O)c2cccc(C(F)(F)F)n2)CC1, CCOC(C)=O, ClCCl, O=C(O)C(F)(F)F. Yields the product CC(C)(C1CCNCC1)S(=O)(=O)c1cccc(C(F)(F)F)n1. As a reaction SMILES: [CH3:1][C:2]([CH3:3])([S:4](=[O:5])(=[O:6])[c:7]1[n:8][c:9]([C:13]([F:14])([F:15])[F:16])[cH:10][cH:11][cH:12]1)[CH:17]1[CH2:18][CH2:19][N:20]([C:23]([O:24][C:25]([CH3:26])([CH3:27])[CH3:28])=[O:29])[CH2:21][CH2:22]1.[CH3:40][CH2:41][O:42][C:43](=[O:44])[CH3:45].[Cl:37][CH2:38][Cl:39].[OH:30][C:31]([C:32]([F:33])([F:34])[F:35])=[O:36]>>[CH3:1][C:2]([CH3:3])([S:4](=[O:5])(=[O:6])[c:7]1[n:8][c:9]([C:13]([F:14])([F:15])[F:16])[cH:10][cH:11][cH:12]1)[CH:17]1[CH2:18][CH2:19][NH:20][CH2:21][CH2:22]1. Reactants: C(C)OC(CC1=CC(=C(C=C1)OC)OC1=C(C=C(C=C1)Br)CBr)=O ([3-(4-bromo-2-bromomethyl-phenoxy)-4-methoxy-phenyl]-acetic acid ethyl ester), C[C@@H]1NC(O[C@@H]1C1=CC=CC=C1)=O ((4S,5R)-(−)-4-methyl-5-phenyl-2-oxazolidinone). The product is C(C)OC(CC1=CC(=C(C=C1)OC)OC1=C(C=C(C=C1)Br)CN1C(O[C@@H]([C@@H]1C)C1=CC=CC=C1)=O)=O ({3-[4-Bromo-2-((4S,5R)-4-methyl-2-oxo-5-phenyl-oxazolidin-3-ylmethyl)-phenoxy]-4-methoxy-phenyl}-acetic acid ethyl ester). As a reaction SMILES: [CH2:1]([O:3][C:4](=[O:24])[CH2:5][C:6]1[CH:11]=[CH:10][C:9]([O:12][CH3:13])=[C:8]([O:14][C:15]2[CH:20]=[CH:19][C:18]([Br:21])=[CH:17][C:16]=2[CH2:22]Br)[CH:7]=1)[CH3:2].[CH3:25][C@H:26]1[C@@H:30]([C:31]2[CH:36]=[CH:35][CH:34]=[CH:33][CH:32]=2)[O:29][C:28](=[O:37])[NH:27]1>>[CH2:1]([O:3][C:4](=[O:24])[CH2:5][C:6]1[CH:11]=[CH:10][C:9]([O:12][CH3:13])=[C:8]([O:14][C:15]2[CH:20]=[CH:19][C:18]([Br:21])=[CH:17][C:16]=2[CH2:22][N:27]2[C@@H:26]([CH3:25])[C@@H:30]([C:31]3[CH:36]=[CH:35][CH:34]=[CH:33][CH:32]=3)[O:29][C:28]2=[O:37])[CH:7]=1)[CH3:2]. Procedure details: Prepared according to the procedure described in Example 6, Step 5, using the following starting materials: [3-(4-bromo-2-bromomethyl-phenoxy)-4-methoxy-phenyl]-acetic acid ethyl ester and (4S,5R)-(−)-4-methyl-5-phenyl-2-oxazolidinone. Reactants: NCCC1=CNC2=CC=CC=C12 (tryptamine), COC1=CC=C2NC=C(CCNC)C2=C1 (5-methoxy-N-methyltryptamine), C1=CC2=C(C=C1O)C(=CN2)CCN (serotonin), CNCCC1=CNC2=C1C=C(C=C2)O (N-methylserotonin). Product: ON1C=CC2=CC=CC=C12 (1-hydroxyindole). Reaction SMILES: NCC[C:4]1[C:12]2[C:7](=[CH:8][CH:9]=[CH:10][CH:11]=2)[NH:6][CH:5]=1.C1C([OH:19])=CC2C(CCN)=CNC=2C=1.CNCCC1C2C=C(O)C=CC=2NC=1.COC1C=C2C(NC=C2CCNC)=CC=1>>[OH:19][N:6]1[C:7]2[C:12](=[CH:11][CH:10]=[CH:9][CH:8]=2)[CH:4]=[CH:5]1. Procedure: 1-hydroxyindole can be prepared in 2 stages from indole by reducing it to triethylsilane in trifluoroacetic acid then by treating the indoline obtained with an aqueous solution of H2O2 (30%) in the presence of a catalytic quantity (20%) of sodium tungstate dihydrate (Na2WO4.H2O) in methanol at 0° C. according to a procedure described in M. Somei, F. Yamada, T. Kurauchi, Y. Nagahama, M. Hasegawa, K. Yamada, S. Teranishi, H. Sato, C. Kaneko Chem. Pharm. Bull. 2001, 49, 87-96. This procedure was us... Reactants: ON=Cc1cccc(Cl)c1, Cl, [K+], [K+], CN(C)C=O, O=S(=O)([O-])OOS(=O)(=O)[O-]. The product is ON=C(Cl)c1cccc(Cl)c1. As a reaction SMILES: [Cl:1][c:2]1[cH:3][c:4]([CH:5]=[N:6][OH:7])[cH:8][cH:9][cH:10]1.[ClH:11].[K+:22].[K+:23].[O:24]=[CH:25][N:26]([CH3:27])[CH3:28].[S:12]([O:13][O:14][S:15]([O-:16])(=[O:17])=[O:18])([O-:19])(=[O:20])=[O:21]>>[Cl:1][c:2]1[cH:3][c:4]([C:5](=[N:6][OH:7])[Cl:11])[cH:8][cH:9][cH:10]1.